This data is from the Open Reaction Database (ORD), a public repository of structured organic reaction records. The task is: describe an organic reaction: reactants, conditions, products, and yield The reactants are FC=1C=C(C[C@@H]([C@@H](CNC2CCN(C3=CC=C(C=C23)CC)C)O)NC(C)=O)C=C(C1)F (N-{(1S,2R)-1-(3,5-difluorobenzyl)-3-[(6-ethyl-1-methyl-1,2,3,4-tetrahydroquinolin-4-yl)amino]-2-hydroxypropyl}acetamide), [OH-].[NH4+] (ammonium hydroxide). Solvent: CO.ClCCl (methanol dichloromethane). Product: FC=1C=C(C[C@@H]([C@@H](CN[C@H]2CCN(C3=CC=C(C=C23)CC)C)O)NC(C)=O)C=C(C1)F (N-((1S,2R)-1-(3,5-difluorobenzyl)-3-{[(4S)-6-ethyl-1-methyl-1,2,3,4-tetrahydroquinolin-4-yl]amino}-2-hydroxypropyl)acetamide). Yield: 32.0%. RXN SMILES: [F:1][C:2]1[CH:3]=[C:4]([CH:28]=[C:29]([F:31])[CH:30]=1)[CH2:5][C@H:6]([NH:24][C:25](=[O:27])[CH3:26])[C@H:7]([OH:23])[CH2:8][NH:9][CH:10]1[C:19]2[C:14](=[CH:15][CH:16]=[C:17]([CH2:20][CH3:21])[CH:18]=2)[N:13]([CH3:22])[CH2:12][CH2:11]1.[OH-].[NH4+]>CO.ClCCl>[F:31][C:29]1[CH:28]=[C:4]([CH:3]=[C:2]([F:1])[CH:30]=1)[CH2:5][C@H:6]([NH:24][C:25](=[O:27])[CH3:26])[C@H:7]([OH:23])[CH2:8][NH:9][C@@H:10]1[C:19]2[C:14](=[CH:15][CH:16]=[C:17]([CH2:20][CH3:21])[CH:18]=2)[N:13]([CH3:22])[CH2:12][CH2:11]1 |f:1.2,3.4|. Procedure: Silica gel chromatography of approximately 0.1 g of N-{(1S,2R)-1-(3,5-difluorobenzyl)-3-[(6-ethyl-1-methyl-1,2,3,4-tetrahydroquinolin-4-yl)amino]-2-hydroxypropyl}acetamide using methanol/dichloromethane (8/92) with 0.1% ammonium hydroxide gave 0.032 g of N-((1S,2R)-1-(3,5-difluorobenzyl)-3-{[(4S)-6-ethyl-1-methyl-1,2,3,4-tetrahydroquinolin-4-yl]amino}-2-hydroxypropyl)acetamide [Rf(MeOH/CH2Cl2/NH4OH)=0.40; MS (ESI+) for C24H31F2N3O2 m/z 432.2 (M+H)+]. Re-chromatography of mixed fractions gave 0.0... The reactants are [Br-], CCCCCCCCC[P+](c1ccccc1)(c1ccccc1)c1ccccc1, C=CC(Cc1ccccc1)c1c[nH]cn1, CCCCCCCC=Cc1c[nH]cn1. Yields the product CCCCCCCCCc1c[nH]cn1. As a reaction SMILES: [Br-:1].[CH2:2]([P+:3]([c:4]1[cH:5][cH:6][cH:7][cH:8][cH:9]1)([c:10]1[cH:11][cH:12][cH:13][cH:14][cH:15]1)[c:16]1[cH:17][cH:18][cH:19][cH:20][cH:21]1)[CH2:22][CH2:23][CH2:24][CH2:25][CH2:26][CH2:27][CH2:28][CH3:29].[nH:30]1[cH:31][c:32]([CH:33]([CH2:34][c:35]2[cH:36][cH:37][cH:38][cH:39][cH:40]2)[CH:41]=[CH2:42])[n:43][cH:44]1.[nH:45]1[cH:46][n:47][c:48]([CH:50]=[CH:51][CH2:52][CH2:53][CH2:54][CH2:55][CH2:56][CH2:57][CH3:58])[cH:49]1>>[nH:45]1[cH:46][n:47][c:48]([CH2:50][CH2:51][CH2:52][CH2:53][CH2:54][CH2:55][CH2:56][CH2:57][CH3:58])[cH:49]1. Starting materials: O=C([O-])[O-], BrCC1CC1, [K+], [K+], CCOC(=O)c1nc([N+](=O)[O-])c[nH]1, CN(C)C=O, O. The product is CCOC(=O)c1nc([N+](=O)[O-])cn1CC1CC1. As a reaction SMILES: [C:19](=[O:20])([O-:21])[O-:22].[CH:14]1([CH2:17][Br:18])[CH2:15][CH2:16]1.[K+:23].[K+:24].[N+:1](=[O:2])([O-:3])[c:4]1[n:5][c:6]([C:9](=[O:10])[O:11][CH2:12][CH3:13])[nH:7][cH:8]1.[O:25]=[CH:26][N:27]([CH3:28])[CH3:29].[OH2:30]>>[N+:1](=[O:2])([O-:3])[c:4]1[n:5][c:6]([C:9](=[O:10])[O:11][CH2:12][CH3:13])[n:7]([CH2:17][CH:14]2[CH2:15][CH2:16]2)[cH:8]1. Reactants: 19, NCC=1C=NC=CC1 (3-aminomethylpyridine), C(=O)=O (carbonic anhydride), CN1CCOCC1 (4-methylmorpholine), C(C(C)C)OC(=O)Cl (isobutylchloroformate). Product: C(C)(=O)NC(C(=O)NCC=1C=NC=CC1)C=1OC=CC1 (α-Acetamido-N-(3-pyridinylmethyl)-2-furanacetamide). Yield: 75.0%. As a reaction SMILES: C[N:2]1[CH2:7][CH2:6][O:5][CH2:4][CH2:3]1.[CH2:8]([O:12][C:13](Cl)=O)[CH:9]([CH3:11])C.[NH2:16][CH2:17][C:18]1[CH:19]=[N:20][CH:21]=[CH:22][CH:23]=1.C(=O)=[O:25]>>[C:7]([NH:2][CH:3]([C:13]1[O:12][CH:8]=[CH:9][CH:11]=1)[C:4]([NH:16][CH2:17][C:18]1[CH:19]=[N:20][CH:21]=[CH:22][CH:23]=1)=[O:5])(=[O:25])[CH3:6]. Procedure details: Using racemic 19 (3.00 g, 16.39 mmol), 4-methylmorpholine (1.66 g, 16.39 mmol), isobutylchloroformate (2.24 g, 16.39 mmol), and 3-aminomethylpyridine (1.77 g, 16.39 mmol) in the mixed carbonic anhydride protocol gave 3.35 g (75%) of 7: mp 172°-174° C. (recrystallized from EtOAc); Rf 0.27 (8% MeOH/CHCl3); IR (KBr) 3400, 3300, 1640, 1540, 1420, 1360, 820, 740 cm-1 ; 1H NMR (DMSO-d6) δ 1.89 (s, C(O)CH3), 4.32 (d, J=5.8 Hz, CH2), 5.55 (d, J=7.9 Hz, CH), 6.28-6.29 (m, C3H), 6.41-6.43 (m, C4H), 7.32 (... Product: NC(=O)c1cn(CCO)c(=O)cc1Nc1ccc(I)cc1F. The reactants are CCO, Cl, NC(=O)c1cn(CCOC2CCCCO2)c(=O)cc1Nc1ccc(I)cc1F, O. RXN SMILES: [CH3:30][CH2:31][OH:32].[ClH:29].[F:1][c:2]1[c:3]([NH:4][c:5]2[c:6]([C:21](=[O:22])[NH2:23])[cH:7][n:8]([CH2:12][CH2:13][O:14][CH:15]3[CH2:16][CH2:17][CH2:18][CH2:19][O:20]3)[c:9](=[O:11])[cH:10]2)[cH:24][cH:25][c:26]([I:28])[cH:27]1.[OH2:33]>>[F:1][c:2]1[c:3]([NH:4][c:5]2[c:6]([C:21](=[O:22])[NH2:23])[cH:7][n:8]([CH2:12][CH2:13][OH:14])[c:9](=[O:11])[cH:10]2)[cH:24][cH:25][c:26]([I:28])[cH:27]1. Starting materials: C(C)(=O)O[C@H]1[C@H](OC=2C=NC=C(C2)Br)SC[C@H]([C@@H]1OC(C)=O)OC(C)=O (5-bromo-3-pyridinyl 2,3,4-tri-O-acetyl-5-thio-β-D-xylopyranoside), ClC=1C=C(C=CC1OC)B(O)O (3-chloro-4-methoxy-phenylboronic acid). The product is C(C)(=O)O[C@H]1[C@H](OC=2C=NC=C(C2)C2=CC(=C(C=C2)OC)Cl)SC[C@H]([C@@H]1OC(C)=O)OC(C)=O (5-(3-chloro-4-methoxyphenyl)-3-pyridinyl 2,3,4-tri-O-acetyl-5-thio-β-D-xylopyranoside), solid. The yield is 66.0%. RXN SMILES: [C:1]([O:4][C@@H:5]1[C@@H:18]([O:19][C:20](=[O:22])[CH3:21])[C@H:17]([O:23][C:24](=[O:26])[CH3:25])[CH2:16][S:15][C@H:6]1[O:7][C:8]1[CH:9]=[N:10][CH:11]=[C:12](Br)[CH:13]=1)(=[O:3])[CH3:2].[Cl:27][C:28]1[CH:29]=[C:30](B(O)O)[CH:31]=[CH:32][C:33]=1[O:34][CH3:35]>>[C:1]([O:4][C@@H:5]1[C@@H:18]([O:19][C:20](=[O:22])[CH3:21])[C@H:17]([O:23][C:24](=[O:26])[CH3:25])[CH2:16][S:15][C@H:6]1[O:7][C:8]1[CH:9]=[N:10][CH:11]=[C:12]([C:30]2[CH:31]=[CH:32][C:33]([O:34][CH3:35])=[C:28]([Cl:27])[CH:29]=2)[CH:13]=1)(=[O:3])[CH3:2]. Procedure: By following a procedure analogous to Example 27 starting from 5-bromo-3-pyridinyl 2,3,4-tri-O-acetyl-5-thio-β-D-xylopyranoside and 3-chloro-4-methoxy-phenylboronic acid, 5-(3-chloro-4-methoxyphenyl)-3-pyridinyl 2,3,4-tri-O-acetyl-5-thio-β-D-xylopyranoside is obtained in the form of a white solid (yield=66%). The reactants are C1=CC=CC=2C3=CC=CC=C3C(C12)COC(NC(CS(=O)(=O)Cl)(C)C)=O ((2-chlorosulfonyl-1,1-dimethyl-ethyl)-carbamic acid 9H-fluoren-9-ylmethyl ester), C(C)(C)N1CCC(CC1)N (1-isopropyl-piperidin-4-ylamine). Product: C1=CC=CC=2C3=CC=CC=C3C(C12)COC(NC(CS(NC1CCN(CC1)C(C)C)(=O)=O)(C)C)=O ([2-(1-Isopropyl-piperidin-4-ylsulfamoyl)-1,1-dimethyl-ethyl]-carbamic acid 9H-fluoren-9-ylmethyl ester). As a reaction SMILES: [CH:1]1[C:13]2[CH:12]([CH2:14][O:15][C:16](=[O:26])[NH:17][C:18]([CH3:25])([CH3:24])[CH2:19][S:20](Cl)(=[O:22])=[O:21])[C:11]3[C:6](=[CH:7][CH:8]=[CH:9][CH:10]=3)[C:5]=2[CH:4]=[CH:3][CH:2]=1.[CH:27]([N:30]1[CH2:35][CH2:34][CH:33]([NH2:36])[CH2:32][CH2:31]1)([CH3:29])[CH3:28]>>[CH:1]1[C:13]2[CH:12]([CH2:14][O:15][C:16](=[O:26])[NH:17][C:18]([CH3:25])([CH3:24])[CH2:19][S:20](=[O:22])(=[O:21])[NH:36][CH:33]3[CH2:34][CH2:35][N:30]([CH:27]([CH3:29])[CH3:28])[CH2:31][CH2:32]3)[C:11]3[C:6](=[CH:7][CH:8]=[CH:9][CH:10]=3)[C:5]=2[CH:4]=[CH:3][CH:2]=1. Procedure details: [2-(1-Isopropyl-piperidin-4-ylsulfamoyl)-1,1-dimethyl-ethyl]-carbamic acid 9H-fluoren-9-ylmethyl ester was prepared by an analogous procedure as described in example 26 vi) starting from 479 mg (1.2 mmol) (2-chlorosulfonyl-1,1-dimethyl-ethyl)-carbamic acid 9H-fluoren-9-ylmethyl ester and 208 mg (1.2 equiv.) 1-isopropyl-piperidin-4-ylamine. The product was obtained in crude form as light yellow foam. Yield: 678 mg MS (ES+): m/e=500. The reactants are N=1CC(C=CC1)=NCC (N-(3-pyridylidene)-ethylamine), C(C1=CC=CC=C1)N (benzylamine). The product is N=1CC(C=CC1)=NCC1=CC=CC=C1 (N-(3-pyridylidene)-benzylamine). Isolated yield 98.0%. RXN SMILES: [N:1]1[CH2:2][C:3](=[N:7][CH2:8][CH3:9])[CH:4]=[CH:5][CH:6]=1.C(N)[C:11]1[CH:16]=[CH:15]C=[CH:13][CH:12]=1>>[N:1]1[CH2:2][C:3](=[N:7][CH2:8][C:9]2[CH:15]=[CH:16][CH:11]=[CH:12][CH:13]=2)[CH:4]=[CH:5][CH:6]=1. Procedure: The procedure described for the preparation of compound (XVII) was used, replacing p-methoxybenzylamine with benzylamine, to obtain 3.26 g (98%) of N-(3-pyridylidene)-benzylamine (XXIII). Starting materials: [H-].[Al+3].[Li+].[H-].[H-].[H-] (lithium aluminum hydride), C(C)(=O)OC=1C(=C2C(CC3(CCC3)OC2=C(C1C)C)=O)C (5,7,8-trimethyl-4-oxo-3,4-dihydrospiro[chromene-2,1′-cyclobutan]-6-yl acetate), C[Si](C)(C)C#N (trimethylsilyl cyanide), C1CCOC1 (THF). Solvent: CCOC(=O)C (EtOAc). Run at temperature 70 celsius, time 2 hour. Yields the product NCC1(CC2(CCC2)OC2=C(C(=C(C(=C12)C)O)C)C)O (4-(aminomethyl)-5,7,8-trimethyl-3,4-dihydrospiro[chromene-2,1′-cyclobutane]-4,6-diol). As a reaction SMILES: C([O:4][C:5]1[C:6]([CH3:21])=[C:7]2[C:15](=[C:16]([CH3:19])[C:17]=1[CH3:18])[O:14][C:10]1([CH2:13][CH2:12][CH2:11]1)[CH2:9][C:8]2=[O:20])(=O)C.C[Si]([C:26]#[N:27])(C)C.C1COCC1.[H-].[Al+3].[Li+].[H-].[H-].[H-]>CCOC(C)=O>[NH2:27][CH2:26][C:8]1([OH:20])[C:7]2[C:15](=[C:16]([CH3:19])[C:17]([CH3:18])=[C:5]([OH:4])[C:6]=2[CH3:21])[O:14][C:10]2([CH2:11][CH2:12][CH2:13]2)[CH2:9]1 |f:3.4.5.6.7.8|. Procedure details: A mixture of 5,7,8-trimethyl-4-oxo-3,4-dihydrospiro[chromene-2,1′-cyclobutan]-6-yl acetate (2 g), Znl2 (100 mg) and trimethylsilyl cyanide (4 mL) was stirred at 70° C. for 2 h. A homogeneous solution was obtained. The solution was cooled down to room temperature, and THF (30 mL) was added, followed by 1 g of lithium aluminum hydride. After stirring at 60° C. for 3 h, the solution was cooled down and EtOAc was added to destroy excess lithium aluminum hydride. The mixture was poured into water and...